Dataset: the Open Reaction Database (ORD), a public repository of structured organic reaction records. Task: describe an organic reaction: reactants, conditions, products, and yield Run in CO (methanol). Procedure details: Sodium tetrahydroborate (0.012 g, 0.33 mmol) was added to a mixture of 1-[4-(4,4,5,5-tetramethyl-1,3,2-dioxaborolan-2-yl)phenyl]piperidin-4-one (0.050 g, 0.17 mmol, from Combi-Blocks) in methanol (1.0 mL) at 0° C. and then the reaction was stirred at 0° C. for 1 hour. The solvent was removed and the residue was treated with water and then filtered. The residue was dried to provide the desired product as a white solid. LCMS calculated for C17H27BNO3 (M+H)+: m/z=304.2. Found 304.1. As a reaction SMILES: [BH4-].[Na+].[CH3:3][C:4]1([CH3:24])[C:8]([CH3:10])([CH3:9])[O:7][B:6]([C:11]2[CH:16]=[CH:15][C:14]([N:17]3[CH2:22][CH2:21][C:20](=[O:23])[CH2:19][CH2:18]3)=[CH:13][CH:12]=2)[O:5]1>CO>[CH3:9][C:8]1([CH3:10])[C:4]([CH3:3])([CH3:24])[O:5][B:6]([C:11]2[CH:12]=[CH:13][C:14]([N:17]3[CH2:22][CH2:21][CH:20]([OH:23])[CH2:19][CH2:18]3)=[CH:15][CH:16]=2)[O:7]1 |f:0.1|. Conditions: temperature 0 celsius, time 1 hour. Starting materials: [BH4-].[Na+] (Sodium tetrahydroborate), CC1(OB(OC1(C)C)C1=CC=C(C=C1)N1CCC(CC1)=O)C (1-[4-(4,4,5,5-tetramethyl-1,3,2-dioxaborolan-2-yl)phenyl]piperidin-4-one). Product: CC1(OB(OC1(C)C)C1=CC=C(C=C1)N1CCC(CC1)O)C (1-(4-(4,4,5,5-Tetramethyl-1,3,2-dioxaborolan-2-yl)phenyl)piperidin-4-ol). Reactants: C(C)OC(CN)=O (Glycine ethyl ester), Cl (HCl), O (water), Cl (HCl). Reaction SMILES: [CH2:1]([O:3][C:4](=[O:7])[CH2:5][NH2:6])[CH3:2].[ClH:8].[OH2:9]>>[Cl:8][C:5](=[N:6][OH:9])[C:4]([O:3][CH2:1][CH3:2])=[O:7]. Procedure details: Ethyl chlorohydroxyiminoacetate (ECHA) can be produced from glycine ethyl ester hydrochloride by the in-situ generation of nitrosyl chloride gas from aqueous sodium nitrite and HCl. In particular, Glycine ethyl ester.HCl is dissolved in water. To this is added concentrated HCl solution (32%) and the reaction mixture is cooled to <10° C. HCl gas is then bubbled into the reaction mixture. An aqueous solution of sodium nitrite is dosed into the reactor while maintaining the temperature at <10° C. H... Product: ClC(C(=O)OCC)=NO (ECHA). Reactants: BrC1=NN2C(S1)=NC=C2I (2-bromo-5-iodoimidazo[2,1-b][1,3,4]thiadiazole), COC=1C=NC=C(C1)B1OC(C)(C)C(C)(C)O1 (3-methoxypyridine-5-boronic acid pinacol ester), C(Cl)Cl (DCM), C(=O)([O-])[O-].[K+].[K+] (K2CO3), COC=1C=C(C=CC1OC)B(O)O (3,4-dimethoxyphenylboronic acid), C(=O)([O-])[O-].[K+].[K+] (K2CO3), C(Cl)Cl (DCM). Reagents/catalysts: C1=CC=C(C=C1)P([C-]2C=CC=C2)C3=CC=CC=C3.C1=CC=C(C=C1)P([C-]2C=CC=C2)C3=CC=CC=C3.Cl[Pd]Cl.[Fe+2] (Pd(dppf)Cl2). The solvent is O1CCOCC1 (dioxane). Conditions: temperature 110 celsius, time 30 minute. Yields the product COC=1C=C(C=CC1OC)C1=NN2C(S1)=NC=C2C=2C=NC=C(C2)OC (2-(3,4-dimethoxyphenyl)-5-(5-methoxypyridin-3-yl)imidazo[2,1-b][1,3,4]thiadiazole). As a reaction SMILES: Br[C:2]1[S:6][C:5]2=[N:7][CH:8]=[C:9](I)[N:4]2[N:3]=1.[CH3:11][O:12][C:13]1[CH:14]=[C:15](B(O)O)[CH:16]=[CH:17][C:18]=1[O:19][CH3:20].C([O-])([O-])=O.[K+].[K+].C(Cl)Cl.[CH3:33][O:34][C:35]1[CH:36]=[N:37][CH:38]=[C:39](B2OC(C)(C)C(C)(C)O2)[CH:40]=1>O1CCOCC1.C1C=CC(P(C2C=CC=CC=2)[C-]2C=CC=C2)=CC=1.C1C=CC(P(C2C=CC=CC=2)[C-]2C=CC=C2)=CC=1.Cl[Pd]Cl.[Fe+2]>[CH3:11][O:12][C:13]1[CH:14]=[C:15]([C:2]2[S:6][C:5]3=[N:7][CH:8]=[C:9]([C:39]4[CH:38]=[N:37][CH:36]=[C:35]([O:34][CH3:33])[CH:40]=4)[N:4]3[N:3]=2)[CH:16]=[CH:17][C:18]=1[O:19][CH3:20] |f:2.3.4,8.9.10.11|. Procedure: 2-bromo-5-iodoimidazo[2,1-b][1,3,4]thiadiazole (0.20 g, 0.606 mmol, 1 eq) was dissolved in dioxane (4 mL), and 3,4-dimethoxyphenylboronic acid was added (0.121 g, 0.667 mmol, 1.1 eq) followed by a saturated solution of K2CO3 (1 mL). The suspension was degassed (N2, 10 min), and Pd(dppf)Cl2.DCM (0.085 g, 0.121 mmol, 0.2 eq) was added. The mixture was heated in a nitrogen atmosphere at 110° C. for 2 h, when complete conversion was observed by LC-MS. 3-methoxypyridine-5-boronic acid pinacol ester w... Starting materials: C(#N)C1=C(C=C(C(=O)OCC)C=C1)N[C@@H]1CC[C@H](CC1)NC(=O)OC(C)(C)C (ethyl 4-cyano-3-{[trans-4-({[(1,1-dimethylethyl)oxy]carbonyl}-amino)cyclohexyl]amino}benzoate). Run in ClCCl (dichloromethane), FC(C(=O)O)(F)F (trifluoroacetic acid), FC(C(=O)O)(F)F (trifluoroacetic acid). The product is N[C@@H]1CC[C@H](CC1)NC=1C=C(C(=O)OCC)C=CC1C#N (ethyl 3-[(trans-4-aminocyclohexyl)amino]-4-cyanobenzoate). Isolated yield 175.8%. Reaction SMILES: [C:1]([C:3]1[CH:13]=[CH:12][C:6]([C:7]([O:9][CH2:10][CH3:11])=[O:8])=[CH:5][C:4]=1[NH:14][C@H:15]1[CH2:20][CH2:19][C@H:18]([NH:21]C(OC(C)(C)C)=O)[CH2:17][CH2:16]1)#[N:2]>ClCCl.FC(F)(F)C(O)=O>[NH2:21][C@H:18]1[CH2:19][CH2:20][C@H:15]([NH:14][C:4]2[CH:5]=[C:6]([CH:12]=[CH:13][C:3]=2[C:1]#[N:2])[C:7]([O:9][CH2:10][CH3:11])=[O:8])[CH2:16][CH2:17]1. Procedure details: ethyl 4-cyano-3-{[trans-4-({[(1,1-dimethylethyl)oxy]carbonyl}-amino)cyclohexyl]amino}benzoate (0.37 g, 0.97 mmol) was stirred in a mixture of dichloromethane (2 mL) and trifluoroacetic acid (2 mL) at room temperature for 1 hour. The solvent was rotary evaporated, and the residue was dried in vacuo to give ethyl 3-[(trans-4-aminocyclohexyl)amino]-4-cyanobenzoate (0.490 g, 99% yield) as trifluoroacetic acid salt. MS (EI) for C16H21N3O2: 288 (MH+). Reactants: C(C)(=O)Cl (acetyl chloride), N1=CC=CC=C1 (pyridine), C(C)(C)(C)OC(=O)N1C2=C(C(CCC1)NCC1=CC(=CC(=C1)C(F)(F)F)C(F)(F)F)C=C(C=C2)C(F)(F)F ((+/−)-t-butyl-5-(3,5-bistrifluoromethylbenzylamino)-7-trifluoromethyl-2,3,4,5-tetrahydrobenzo[b]azepine-1-carboxylate). Run in ClCCl (dichloromethane). Conditions: time 2 hour. Yields the product C(C)(C)(C)OC(=O)N1C2=C(C(CCC1)N(CC1=CC(=CC(=C1)C(F)(F)F)C(F)(F)F)C(C)=O)C=C(C=C2)C(F)(F)F (5-[Acetyl-(3,5-bis-trifluoromethyl-benzyl)-amino]-7-trifluoromethyl-2,3,4,5-tetrahydro-benzo[b]azepine-1-carboxylic acid tert-butyl ester). Isolated yield 83.0%. As a reaction SMILES: [C:1](Cl)(=[O:3])[CH3:2].N1C=CC=CC=1.[C:11]([O:15][C:16]([N:18]1[CH2:24][CH2:23][CH2:22][CH:21]([NH:25][CH2:26][C:27]2[CH:32]=[C:31]([C:33]([F:36])([F:35])[F:34])[CH:30]=[C:29]([C:37]([F:40])([F:39])[F:38])[CH:28]=2)[C:20]2[CH:41]=[C:42]([C:45]([F:48])([F:47])[F:46])[CH:43]=[CH:44][C:19]1=2)=[O:17])([CH3:14])([CH3:13])[CH3:12]>ClCCl>[C:11]([O:15][C:16]([N:18]1[CH2:24][CH2:23][CH2:22][CH:21]([N:25]([C:1](=[O:3])[CH3:2])[CH2:26][C:27]2[CH:28]=[C:29]([C:37]([F:40])([F:38])[F:39])[CH:30]=[C:31]([C:33]([F:36])([F:34])[F:35])[CH:32]=2)[C:20]2[CH:41]=[C:42]([C:45]([F:48])([F:46])[F:47])[CH:43]=[CH:44][C:19]1=2)=[O:17])([CH3:14])([CH3:12])[CH3:13]. Reported procedure: Add 3,5-bis(trifluoromethyl)benzylamine (0.1 g, 0.4 mmol) followed by titanium isopropoxide (1.0 mL) to 5-Oxo-7-trifluoromethyl-2,3,4,5-tetrahydro-benzo[b]azepine-1-carboxylic acid tert-butyl ester (0.13 g, 0.4 mmol) and stir at room temperature overnight. Dilute the mixture with 5 mL of Methanol and add sodium borohydride (0.8 mmol). Stir the suspension at room temperature for 30 min then dilute with water (20 mL) and ethyl acetate (20 mL). Filter the resulting emulsion through celite and wash ...